This data is from the Open Reaction Database (ORD), a public repository of structured organic reaction records. The task is: describe an organic reaction: reactants, conditions, products, and yield Reactants: ClC=1C=CC=2CN(CCOC2N1)C(=O)OC(C)(C)C (tert-butyl 8-chloro-2,3-dihydropyrido[3,2-f][1,4]oxazepine-4(5H)-carboxylate), C1(CCCCC1)C(C)O (1-cyclohexylethanol), [H-].[Na+] (sodium hydride), O (water). Reagents/catalysts: C=1C=CC(=CC1)/C=C/C(=O)/C=C/C2=CC=CC=C2.C=1C=CC(=CC1)/C=C/C(=O)/C=C/C2=CC=CC=C2.C=1C=CC(=CC1)/C=C/C(=O)/C=C/C2=CC=CC=C2.[Pd].[Pd] (Pd2(dba)3), C=1C=CC(=CC1)P(C=2C=CC=CC2)C3=CC=C4C=CC=CC4=C3C5=C6C=CC=CC6=CC=C5P(C=7C=CC=CC7)C=8C=CC=CC8 (BINAP). Solvent: C1(=CC=CC=C1)C (toluene), C1(=CC=CC=C1)C (toluene). Conditions: temperature 100 celsius, time 15 minute. Product: C1(CCCCC1)C(C)OC=1C=CC=2CN(CCOC2N1)C(=O)OC(C)(C)C (tert-butyl 8-(1-cyclohexylethoxy)-2,3-dihydropyrido[3,2-f][1,4]oxazepine-4(5H)-carboxylate). Yield: 74.1%. As a reaction SMILES: [CH:1]1([CH:7]([OH:9])[CH3:8])[CH2:6][CH2:5][CH2:4][CH2:3][CH2:2]1.[H-].[Na+].Cl[C:13]1[CH:14]=[CH:15][C:16]2[CH2:17][N:18]([C:24]([O:26][C:27]([CH3:30])([CH3:29])[CH3:28])=[O:25])[CH2:19][CH2:20][O:21][C:22]=2[N:23]=1.O>C1(C)C=CC=CC=1.C1C=CC(/C=C/C(/C=C/C2C=CC=CC=2)=O)=CC=1.C1C=CC(/C=C/C(/C=C/C2C=CC=CC=2)=O)=CC=1.C1C=CC(/C=C/C(/C=C/C2C=CC=CC=2)=O)=CC=1.[Pd].[Pd].C1C=CC(P(C2C(C3C(P(C4C=CC=CC=4)C4C=CC=CC=4)=CC=C4C=3C=CC=C4)=C3C(C=CC=C3)=CC=2)C2C=CC=CC=2)=CC=1>[CH:1]1([CH:7]([O:9][C:13]2[CH:14]=[CH:15][C:16]3[CH2:17][N:18]([C:24]([O:26][C:27]([CH3:30])([CH3:29])[CH3:28])=[O:25])[CH2:19][CH2:20][O:21][C:22]=3[N:23]=2)[CH3:8])[CH2:6][CH2:5][CH2:4][CH2:3][CH2:2]1 |f:1.2,6.7.8.9.10|. Procedure: To a solution of 1-cyclohexylethanol (0.23 g) in toluene (4 mL) was added sodium hydride (0.14 g), and the resulting mixture was stirred at 100° C. for 15 min under a nitrogen atmosphere. A mixture of tert-butyl 8-chloro-2,3-dihydropyrido[3,2-f][1,4]oxazepine-4(5H)-carboxylate (0.50 g), BINAP (0.033 g), Pd2(dba)3 (0.024 g) and toluene (4 mL) was added, and the resulting mixture was stirred at 100° C. for 2 hr under an argon atmosphere. The reaction solution was poured into water, and the resulti... The reactants are C(=O)(OCC)C1=C(NC(=C1C)C)CC (3-Carbethoxy-4,5-dimethyl-2-ethyl-pyrrole), C=O (paraformaldehyde). Product: C(C)C=1NC(=C(C1C)C)C (2-ethyl-3,4,5-trimethyl pyrrole). Reaction SMILES: [C:1]([C:6]1[C:10]([CH3:11])=[C:9]([CH3:12])[NH:8][C:7]=1[CH2:13][CH3:14])(OCC)=O.C=O>>[CH2:13]([C:7]1[NH:8][C:9]([CH3:12])=[C:10]([CH3:11])[C:6]=1[CH3:1])[CH3:14]. Procedure: 3-Carbethoxy-4,5-dimethyl-2-ethyl-pyrrole was reductively alkylated with paraformaldehyde to yield 2-ethyl-3,4,5-trimethyl pyrrole. ##STR83## Starting materials: CS(C)=O, Oc1cncc(Cl)c1, O=[N+]([O-])c1cccc(F)c1, [H-], [Na+]. Yields the product O=[N+]([O-])c1cccc(Oc2cncc(Cl)c2)c1. RXN SMILES: [CH3:21][S:22]([CH3:23])=[O:24].[Cl:1][c:2]1[cH:3][c:4]([OH:8])[cH:5][n:6][cH:7]1.[F:11][c:12]1[cH:13][c:14]([N+:18](=[O:19])[O-:20])[cH:15][cH:16][cH:17]1.[H-:10].[Na+:9]>>[Cl:1][c:2]1[cH:3][c:4]([O:8][c:12]2[cH:13][c:14]([N+:18](=[O:19])[O-:20])[cH:15][cH:16][cH:17]2)[cH:5][n:6][cH:7]1. The reactants are ClC=1C=C(C=O)C=C(C1S(=O)(=O)C)Cl (3,5-Dichloro-4-(methylsulfonyl)benzaldehyde), CC(C)O (2-propanol), CC(CC(C)=O)=O (2,4-pentanedione), N1CCCCC1 (piperidine). Run in C(=O)O (formic acid). Reaction conditions: temperature 23.5 celsius, time 63 hour. Product: ClC=1C=C(C=C(C1S(=O)(=O)C)Cl)C=C(C(C)=O)C(C)=O (3-{[3,5-Dichloro-4-(methylsulfonyl)phenyl]methylene}-2,4-pentanedione). As a reaction SMILES: [Cl:1][C:2]1[CH:3]=[C:4]([CH:7]=[C:8]([Cl:14])[C:9]=1[S:10]([CH3:13])(=[O:12])=[O:11])[CH:5]=O.CC(O)C.[CH3:19][C:20](=[O:25])[CH2:21][C:22](=[O:24])[CH3:23].N1CCCCC1>C(O)=O>[Cl:1][C:2]1[CH:3]=[C:4]([CH:5]=[C:21]([C:20](=[O:25])[CH3:19])[C:22](=[O:24])[CH3:23])[CH:7]=[C:8]([Cl:14])[C:9]=1[S:10]([CH3:13])(=[O:12])=[O:11]. Reported procedure: 3,5-Dichloro-4-(methylsulfonyl)benzaldehyde (1.5 g), 2-propanol (20 mL), 2,4-pentanedione (1.6 mL), formic acid (44 mL) and piperidine (114 mL) were mixed and stirred at 22-25° C. for 63 h. The product was filtered, washed with 2-propanol and dried (yield 1.0 g, melting point 134-136° C.). 1H-NMR(400 MHz, DMSO-d6 d=2.29 (s, 3H), 2.46 (s, 3H), 3.48 (s, 3H), 7.67 (s, 2 H), 7.71 (s, 1H). Starting materials: Brc1ccnc2ccsc12, C1CCOC1, [Li]CCCC, CO, O. Yields the product c1cnc2ccsc2c1. Reaction SMILES: [Br:1][c:2]1[c:3]2[c:4]([n:5][cH:6][cH:7]1)[cH:8][cH:9][s:10]2.[CH2:19]1[O:20][CH2:21][CH2:22][CH2:23]1.[CH3:11][CH2:12][CH2:13][CH2:14][Li:15].[CH3:16][OH:17].[OH2:18]>>[cH:2]1[c:3]2[c:4]([n:5][cH:6][cH:7]1)[cH:8][cH:9][s:10]2. The product is C(C)(C)C1=C(C(=CC=C1)C)NC(C1=CC=C(C=C1)C)=N (N1-(2-isopropyl-6-methylphenyl)-4-methylbenzamidine). Yield: 82.4%. Reactants: Amidine, CC1=CC=C(C#N)C=C1 (4-methylbenzonitrile), C(C)(C)C1=C(N)C(=CC=C1)C (2-isopropyl-6-methylaniline), C(CCC)[Li] (butyllithium). The solvent is O (water). Procedure: Procedure as described for Amidine I using the following amounts: 7.80 mL of 2-isopropyl-6-methylaniline (50.0 mmol); 25.0 mL of 2.0 M butyllithium (50.0 mmol), 5.86 g of 4-methylbenzonitrile (50.0 mmol). After refluxing overnight, the solution was dark brown. Addition of water yielded an orange-brown solution with suspended solid. Solution was filtered and taken to dryness. The residue was treated with 100 mL of pentane stirred overnight and filtered yielding 10.98 g (83%) of beige material. 1H... Run at time 8 hour. Reaction SMILES: [CH:1]([C:4]1[CH:10]=[CH:9][CH:8]=[C:7]([CH3:11])[C:5]=1[NH2:6])([CH3:3])[CH3:2].C([Li])CCC.[CH3:17][C:18]1[CH:25]=[CH:24][C:21]([C:22]#[N:23])=[CH:20][CH:19]=1>O>[CH:1]([C:4]1[CH:10]=[CH:9][CH:8]=[C:7]([CH3:11])[C:5]=1[NH:6][C:22](=[NH:23])[C:21]1[CH:24]=[CH:25][C:18]([CH3:17])=[CH:19][CH:20]=1)([CH3:3])[CH3:2]. Starting materials: CC=1C=C(C=CC1)N=C=O (3-methylphenyl isocyanate), NCC(=O)N(C1=CC=CC=C1)CC(=O)N1CCC2(CCCC2)CC1 (2-amino-N-[2-(8-azaspiro[4,5]decan-8-yl)-2-oxoethyl]-N-phenylacetamide). The solvent is O1CCCC1 (tetrahydrofuran). Conditions: time 12 hour. Yields the product C1CCCC12CCN(CC2)C(CN(C(CNC(=O)NC2=CC(=CC=C2)C)=O)C2=CC=CC=C2)=O (N-[2-(8azaspiro[4,5]decan-8-yl)-2-oxoethyl]-2-[3-(3-methylphenyl)ureido]-N-phenylacetamide). The yield is 41.5%. As a reaction SMILES: [CH3:1][C:2]1[CH:3]=[C:4]([N:8]=[C:9]=[O:10])[CH:5]=[CH:6][CH:7]=1.[NH2:11][CH2:12][C:13]([N:15]([CH2:22][C:23]([N:25]1[CH2:34][CH2:33][C:28]2([CH2:32][CH2:31][CH2:30][CH2:29]2)[CH2:27][CH2:26]1)=[O:24])[C:16]1[CH:21]=[CH:20][CH:19]=[CH:18][CH:17]=1)=[O:14]>O1CCCC1>[CH2:29]1[C:28]2([CH2:33][CH2:34][N:25]([C:23](=[O:24])[CH2:22][N:15]([C:16]3[CH:21]=[CH:20][CH:19]=[CH:18][CH:17]=3)[C:13](=[O:14])[CH2:12][NH:11][C:9]([NH:8][C:4]3[CH:5]=[CH:6][CH:7]=[C:2]([CH3:1])[CH:3]=3)=[O:10])[CH2:26][CH2:27]2)[CH2:32][CH2:31][CH2:30]1. Reported procedure: 0.49 g of 3-methylphenyl isocyanate is added at a temperature close to 25° C to a solution of 1.2 g of 2-amino-N-[2-(8-azaspiro[4,5]decan-8-yl)-2-oxoethyl]-N-phenylacetamide in 50 cm3 of anhydrous tetrahydrofuran. The mixture is stirred for 12 hours at a temperature close to 25° C and the insoluble product is separated off by filtration. After recrystallization from ethyl acetate, 0.7 g of N-[2-(8azaspiro[4,5]decan-8-yl)-2-oxoethyl]-2-[3-(3-methylphenyl)ureido]-N-phenylacetamide melting at 183° ... Reactants: [Al+3], C1CCOC1, COc1ccc(C=O)cc1OC1CCCC1, Cl, [H-], [H-], [H-], [H-], [Li+]. Yields the product COc1ccc(CO)cc1OC1CCCC1. RXN SMILES: [Al+3:2].[CH2:24]1[O:25][CH2:26][CH2:27][CH2:28]1.[CH:7]1([O:12][c:13]2[cH:14][c:15]([CH:16]=[O:17])[cH:18][cH:19][c:20]2[O:21][CH3:22])[CH2:8][CH2:9][CH2:10][CH2:11]1.[ClH:23].[H-:1].[H-:4].[H-:5].[H-:6].[Li+:3]>>[CH:7]1([O:12][c:13]2[cH:14][c:15]([CH2:16][OH:17])[cH:18][cH:19][c:20]2[O:21][CH3:22])[CH2:8][CH2:9][CH2:10][CH2:11]1. Reactants: FC(C(=O)O)(F)F (trifluoroacetic acid), ClCCl (dichloromethane), COC(C#N)=C (2-methoxyacrylonitrile), C(C1=CC=CC=C1)N(C[Si](C)(C)C)COC (N-benzyl-N-methoxymethyl-N-(trimethylsilylmethyl)amine), C(O)([O-])=O.[Na+] (sodium hydrogencarbonate). Solvent: C(C)N(CC)CC (triethylamine). Run at time 8 hour. Yields the product C(C1=CC=CC=C1)N1CC(CC1)(OC)C#N (1-Benzyl-3-cyano-3-methoxy-pyrrolidine). As a reaction SMILES: FC(F)(F)C(O)=O.ClCCl.[CH3:11][O:12][C:13](=[CH2:16])[C:14]#[N:15].[CH2:17]([N:24]([CH2:30]OC)[CH2:25][Si](C)(C)C)[C:18]1[CH:23]=[CH:22][CH:21]=[CH:20][CH:19]=1.C(=O)([O-])O.[Na+]>C(N(CC)CC)C>[CH2:17]([N:24]1[CH2:25][CH2:16][C:13]([C:14]#[N:15])([O:12][CH3:11])[CH2:30]1)[C:18]1[CH:19]=[CH:20][CH:21]=[CH:22][CH:23]=1 |f:4.5|. Reported procedure: To a mixture of 1.2 g trifluoroacetic acid and 1.2 g triethylamine in 200 ml dry dichloromethane 8.3 g (90 mmol, 90% proof) 2-methoxyacrylonitrile (J. Chem. Soc. 520, 1942) are added. Thereafter 28.5 g N-benzyl-N-methoxymethyl-N-(trimethylsilylmethyl)amine (Chem. Letters 1117, 1984) are added, and the mixture is stirred overnight at room temperature. The mixture is treated with a saturated solution of sodium hydrogencarbonate, dried with magnesium sulfate, and finally the organic solvents are re... Reactants: CN(C[C@@H](N)C(=O)N1CCC(CC1)C1CCN(CC1)C)C (1-[β-dimethylamino-D-alaninyl]-4-(1-methylpiperidin-4-yl)piperidine), ClC=1C=CC2=C(SC(=C2)C(=O)O)C1 (6-chlorobenzo[b]thiophene-2-carboxylic acid). The product is Cl.ClC=1C=CC2=C(SC(=C2)C(=O)N[C@H](CN(C)C)C(=O)N2CCC(CC2)C2CCN(CC2)C)C1 (1-[N-(6-Chlorobenzo[b]thiophene-2-carbonyl)-β-dimethylamino-D-alaninyl]-4-(1-methylpiperidin-4-yl)piperidine Hydrochloride). Reaction SMILES: [CH3:1][N:2]([CH3:21])[CH2:3][C@H:4]([C:6]([N:8]1[CH2:13][CH2:12][CH:11]([CH:14]2[CH2:19][CH2:18][N:17]([CH3:20])[CH2:16][CH2:15]2)[CH2:10][CH2:9]1)=[O:7])[NH2:5].[Cl:22][C:23]1[CH:24]=[CH:25][C:26]2[CH:30]=[C:29]([C:31](O)=[O:32])[S:28][C:27]=2[CH:34]=1>>[ClH:22].[Cl:22][C:23]1[CH:24]=[CH:25][C:26]2[CH:30]=[C:29]([C:31]([NH:5][C@@H:4]([C:6]([N:8]3[CH2:9][CH2:10][CH:11]([CH:14]4[CH2:15][CH2:16][N:17]([CH3:20])[CH2:18][CH2:19]4)[CH2:12][CH2:13]3)=[O:7])[CH2:3][N:2]([CH3:21])[CH3:1])=[O:32])[S:28][C:27]=2[CH:34]=1 |f:2.3|. Procedure details: Prepared from 1-[β-dimethylamino-D-alaninyl]-4-(1-methylpiperidin-4-yl)piperidine and 6-chlorobenzo[b]thiophene-2-carboxylic acid using methods substantially equivalent to General Coupling Method 1. The HCl salt is prepared following General Salt Formation Method 1.